describe an organic reaction: reactants, conditions, products, and yield From a dataset of the Open Reaction Database (ORD), a public repository of structured organic reaction records. Reactants: C(C)OCC (diethyl ether), C[O-].[Na+] (sodium methanolate), COC=1C=C2C(=CNC2=CC1)CC#N ((5-methoxy-1H-indol-3-yl)-acetonitrile), COC1=C(C=O)C=CC(=C1)OC (2,4-dimethoxy-benzaldehyde), compound ( 14 ). Solvent: CCO (EtOH), C(Cl)Cl (CH2Cl2), C(C)O (ethanol). Conditions: time 3 day. Product: COC=1C=C(C=C(C1)OC)\C=C(/C#N)\C1=CNC2=CC=C(C=C12)OC ((Z)-3-(3,5-dimethoxy-phenyl)-2-(5-methoxy-1H-indol-3-yl)-acrylonitrile). Reaction SMILES: C[O-].[Na+].[CH3:4][O:5][C:6]1[CH:7]=[C:8]2[C:12](=[CH:13][CH:14]=1)[NH:11][CH:10]=[C:9]2[CH2:15][C:16]#[N:17].[CH3:18][O:19][C:20]1[CH:27]=[C:26]([O:28][CH3:29])[CH:25]=[CH:24][C:21]=1C=O.[CH2:30](OCC)C>C(O)C.C(Cl)Cl>[CH3:29][O:28][C:26]1[CH:25]=[C:24](/[CH:30]=[C:15](/[C:9]2[C:8]3[C:12](=[CH:13][CH:14]=[C:6]([O:5][CH3:4])[CH:7]=3)[NH:11][CH:10]=2)\[C:16]#[N:17])[CH:21]=[C:20]([O:19][CH3:18])[CH:27]=1 |f:0.1|. Reported procedure: To a solution of sodium methanolate (61 mg, 1.1 mmol, 1.4 eq.) in anhydrous ethanol (10 mL) were added, under an argon atmosphere, (5-methoxy-1H-indol-3-yl)-acetonitrile (150 mg, 0.8 mmol, 1.0 eq.) and, after 30 minutes stirring, 2,4-dimethoxy-benzaldehyde (200 mg, 1.2 mmol, 1.5 eq.). The reaction apparatus was protected from light and the mixture stirred at room temperature for 3 days. The solvent was removed under reduced pressure and the residue purified by silica gel flash-column chromatogra...